From a dataset of the Open Reaction Database (ORD), a public repository of structured organic reaction records. describe an organic reaction: reactants, conditions, products, and yield Starting materials: C([O-])([O-])=O.[K+].[K+] (potassium carbonate), ICC (iodoethane), S1C=C(C=C1)/C=C/C(=O)O ((E)-3-(3-thienyl)-2-propenoic acid). Run in CN(C=O)C (dimethylformamide), C(C)(=O)OCC (ethyl acetate). Reaction conditions: temperature 20 celsius, time 48 hour. The product is S1C=C(C=C1)/C=C/C(=O)OCC (Ethyl (E)-3-(3-thienyl)-2-propenoate). Reaction SMILES: C(=O)([O-])[O-].[K+].[K+].I[CH2:8][CH3:9].[S:10]1[CH:14]=[CH:13][C:12](/[CH:15]=[CH:16]/[C:17]([OH:19])=[O:18])=[CH:11]1>CN(C)C=O.C(OCC)(=O)C>[S:10]1[CH:14]=[CH:13][C:12](/[CH:15]=[CH:16]/[C:17]([O:19][CH2:8][CH3:9])=[O:18])=[CH:11]1 |f:0.1.2|. Procedure: 11.5 g of potassium carbonate and 6.8 ml of iodoethane are added to 11 g of (E)-3-(3-thienyl)-2-propenoic acid, obtained in step 4.1, in solution in 50 ml of dimethylformamide, and the mixture is stirred for 48 hours at 20° C. The medium is taken up in ethyl acetate and it is washed with water. The organic phase is dried over anhydrous sodium sulphate and it is concentrated to give 12.5 g of oil. Reaction SMILES: [CH3:12][N+:13]1([O-:14])[CH2:15][CH2:16][O:17][CH2:18][CH2:19]1.[CH3:28][CH2:29][CH2:30][N+:31]([CH2:32][CH2:33][CH3:34])([CH2:35][CH2:36][CH3:37])[CH2:38][CH2:39][CH3:40].[Cl:20][CH2:21][Cl:22].[F:1][c:2]1[c:3]([CH2:10][OH:11])[cH:4][cH:5][c:6]([NH:8][CH3:9])[cH:7]1.[O-:23][Ru:24](=[O:25])(=[O:26])=[O:27]>>[F:1][c:2]1[c:3]([CH:10]=[O:11])[cH:4][cH:5][c:6]([NH:8][CH3:9])[cH:7]1. Yields the product CNc1ccc(C=O)c(F)c1. The reactants are C[N+]1([O-])CCOCC1, CCC[N+](CCC)(CCC)CCC, ClCCl, CNc1ccc(CO)c(F)c1, O=[Ru](=O)(=O)[O-]. The reactants are NC1=CC=NC=C1 (4-Aminopyridine), C1(CCCCC1)N=C=O (cyclohexyl isocyanate). Solvent: C1(=CC=CC=C1)C (toluene). Run at temperature 110 celsius, time 4 hour. Product: C1(CCCCC1)NC(=O)NC1=CC=NC=C1 (N-Cyclohexyl-N′-(4-pyridyl)urea). Reaction SMILES: [NH2:1][C:2]1[CH:7]=[CH:6][N:5]=[CH:4][CH:3]=1.[CH:8]1([N:14]=[C:15]=[O:16])[CH2:13][CH2:12][CH2:11][CH2:10][CH2:9]1>C1(C)C=CC=CC=1>[CH:8]1([NH:14][C:15]([NH:1][C:2]2[CH:7]=[CH:6][N:5]=[CH:4][CH:3]=2)=[O:16])[CH2:13][CH2:12][CH2:11][CH2:10][CH2:9]1. Reported procedure: 4-Aminopyridine (100 mg, 1.06 mmol) and cyclohexyl isocyanate (146.3 mg, 1.17 mmol) were dissolved in toluene, and the mixture was then stirred at 110° C. for 4 hr. Starting materials: C1(=CC=CC=C1)C(CNC1=C2N=CNC2=NC(=N1)CNC(=O)NCCN1CCCCC1)C1=CC=CC=C1 (N-({6-[(2,2-diphenylethyl)amino]-9H-purin-2-yl}methyl)-N′-[2-(1-piperidinyl)ethyl]urea), C(C)(=O)O[C@@H]1[C@H](OC([C@@H]1OC(C)=O)OC(C)=O)C=1N=NN(N1)CC ((2R,3R,4R)-4,5-bis(acetoxy)-2-(2-ethyl-2H-tetrazol-5-yl)tetrahydro-3-furanyl acetate). Yields the product C(C)(=O)O[C@H]1[C@@H](O[C@@H]([C@H]1OC(C)=O)C=1N=NN(N1)CC)N1C2=NC(=NC(=C2N=C1)NCC(C1=CC=CC=C1)C1=CC=CC=C1)CNC(=O)NCCN1CCCCC1 ((2R,3R,4R,5R)-4-(Acetoxy)-2-(6-[(2,2-diphenylethyl)amino]-2-{[({[2-(1-piperidinyl)ethyl]amino}carbonyl)amino]methyl}-9H-purin-9-yl)-5-(2-ethyl-2H-tetrazol-5-yl)tetrahydro-3-furanyl acetate). Reaction SMILES: [C:1]1([CH:7]([C:32]2[CH:37]=[CH:36][CH:35]=[CH:34][CH:33]=2)[CH2:8][NH:9][C:10]2[N:18]=[C:17]([CH2:19][NH:20][C:21]([NH:23][CH2:24][CH2:25][N:26]3[CH2:31][CH2:30][CH2:29][CH2:28][CH2:27]3)=[O:22])[N:16]=[C:15]3[C:11]=2[N:12]=[CH:13][NH:14]3)[CH:6]=[CH:5][CH:4]=[CH:3][CH:2]=1.[C:38]([O:41][C@H:42]1[C@@H:46]([O:47][C:48](=[O:50])[CH3:49])[CH:45](OC(=O)C)[O:44][C@@H:43]1[C:55]1[N:56]=[N:57][N:58]([CH2:60][CH3:61])[N:59]=1)(=[O:40])[CH3:39]>>[C:48]([O:47][C@@H:46]1[C@H:42]([O:41][C:38](=[O:40])[CH3:39])[C@@H:43]([C:55]2[N:56]=[N:57][N:58]([CH2:60][CH3:61])[N:59]=2)[O:44][C@H:45]1[N:14]1[CH:13]=[N:12][C:11]2[C:15]1=[N:16][C:17]([CH2:19][NH:20][C:21]([NH:23][CH2:24][CH2:25][N:26]1[CH2:31][CH2:30][CH2:29][CH2:28][CH2:27]1)=[O:22])=[N:18][C:10]=2[NH:9][CH2:8][CH:7]([C:1]1[CH:2]=[CH:3][CH:4]=[CH:5][CH:6]=1)[C:32]1[CH:37]=[CH:36][CH:35]=[CH:34][CH:33]=1)(=[O:50])[CH3:49]. Procedure details: Prepared from N-({6-[(2,2-diphenylethyl)amino]-9H-purin-2-yl}methyl)-N′-[2-(1-piperidinyl)ethyl]urea (Preparation 42) and (2R,3R,4R)-4,5-bis(acetoxy)-2-(2-ethyl-2H-tetrazol-5-yl)tetrahydro-3-furanyl acetate (WO 9967265) by a similar procedure to Preparation 26. The title compound was obtained as a white solid. Starting materials: CC1=C(C=C(C=C1C)C)O (2,3,5-trimethylphenol), CI (methyl iodide), O (water), [H-].[Na+] (sodium hydride). The solvent is CS(=O)C (DMSO). Conditions: time 10 hour. Product: CC1=C(C=C(C=C1C)C)OC (2,3,5-trimethylanisole). Reaction SMILES: [CH3:1][C:2]1[C:7]([CH3:8])=[CH:6][C:5]([CH3:9])=[CH:4][C:3]=1[OH:10].[CH3:11]I.[H-].[Na+].O>CS(C)=O>[CH3:1][C:2]1[C:7]([CH3:8])=[CH:6][C:5]([CH3:9])=[CH:4][C:3]=1[O:10][CH3:11] |f:2.3|. Procedure: In 100 ml of DMSO were dissolved 10 g of 2,3,5-trimethylphenol and 10.4 ml of methyl iodide. Under ice-cooling, 5.6 g of 60% sodium hydride in oil was added, and the mixture was stirred at room temperature for 10 hours. After addition of water, the extraction with ether was carried out. The ether layer was washed with water and dried over anhydrous sodium sulfate. Removal of the solvent by distillation leaves the oily substance. Yield 12.9 g (quantitative) The reactants are O=C([O-])[O-], CN(C)C=O, COc1ccc(CN2CC(F)(F)C(=O)Nc3cnc(Cl)nc32)cc1, [Cs+], [Cs+], CI. Product: COc1ccc(CN2CC(F)(F)C(=O)N(C)c3cnc(Cl)nc32)cc1. Reaction SMILES: [C:25](=[O:26])([O-:27])[O-:28].[CH3:33][N:34]([CH3:35])[CH:36]=[O:37].[Cl:1][c:2]1[n:3][cH:4][c:5]2[c:6]([n:24]1)[N:7]([CH2:15][c:16]1[cH:17][cH:18][c:19]([O:22][CH3:23])[cH:20][cH:21]1)[CH2:8][C:9]([F:13])([F:14])[C:10](=[O:12])[NH:11]2.[Cs+:29].[Cs+:30].[I:31][CH3:32]>>[Cl:1][c:2]1[n:3][cH:4][c:5]2[c:6]([n:24]1)[N:7]([CH2:15][c:16]1[cH:17][cH:18][c:19]([O:22][CH3:23])[cH:20][cH:21]1)[CH2:8][C:9]([F:13])([F:14])[C:10](=[O:12])[N:11]2[CH3:25].